Task: describe an organic reaction: reactants, conditions, products, and yield. Dataset: the Open Reaction Database (ORD), a public repository of structured organic reaction records Starting materials: C(C)(C)(C)OC(NCCCCC1=CC=C(C=C1)OCCNCC(N)=O)=O ((4-{4-[2-(Carbamoylmethylamino)ethoxy]phenyl}butyl)carbamic acid tert-butyl ester), Cl (HCl). The solvent is C1CCOC1 (THF), O1CCOCC1 (dioxane). Conditions: time 2 hour. Product: Cl.Cl.NCCCCC1=CC=C(OCCNCC(=O)N)C=C1 (2-{2-[4-(4-Aminobutyl)phenoxy]ethylamino}acetamide dihydrochloride salt). RXN SMILES: C(OC(=O)[NH:7][CH2:8][CH2:9][CH2:10][CH2:11][C:12]1[CH:17]=[CH:16][C:15]([O:18][CH2:19][CH2:20][NH:21][CH2:22][C:23](=[O:25])[NH2:24])=[CH:14][CH:13]=1)(C)(C)C.[ClH:27]>C1COCC1.O1CCOCC1>[ClH:27].[ClH:27].[NH2:7][CH2:8][CH2:9][CH2:10][CH2:11][C:12]1[CH:17]=[CH:16][C:15]([O:18][CH2:19][CH2:20][NH:21][CH2:22][C:23]([NH2:24])=[O:25])=[CH:14][CH:13]=1 |f:4.5.6|. Reported procedure: Compound 3 (0.25 g, 0.68 mmol) was dissolved in THF (3 mL), treated with 4 N HCl in dioxane (10 mL) and the reaction was stirred at room temperature for 2 hours. After this time, TLC analysis indicated a complete reaction. The reaction mixture was concentrated under vacuum, and methanol (2 mL) was added to the resulting residue. The resulting precipitate was collected by vacuum filtration and further dried in a vacuum oven to provide 4 (0.154 g, 67% overall yield for two steps) as a light brown ... Reactants: CC(=O)c1c(OCc2ccccc2)ccc(Oc2c(C)cc([N+](=O)[O-])c3c2CCC3)c1O, CC[SiH](CC)CC, ClCCl, O, O=C(O)C(F)(F)F. Yields the product CCc1c(OCc2ccccc2)ccc(Oc2c(C)cc([N+](=O)[O-])c3c2CCC3)c1O. RXN SMILES: [CH2:1]([c:2]1[cH:3][cH:4][cH:5][cH:6][cH:7]1)[O:8][c:9]1[cH:10][cH:11][c:12]([O:19][c:20]2[c:21]3[c:25]([c:26]([N+:30](=[O:31])[O-:32])[cH:27][c:28]2[CH3:29])[CH2:24][CH2:23][CH2:22]3)[c:13]([OH:18])[c:14]1[C:15]([CH3:16])=[O:17].[CH2:33]([SiH:34]([CH2:35][CH3:36])[CH2:37][CH3:38])[CH3:39].[Cl:48][CH2:49][Cl:50].[OH2:47].[OH:40][C:41]([C:42]([F:43])([F:44])[F:45])=[O:46]>>[CH2:1]([c:2]1[cH:3][cH:4][cH:5][cH:6][cH:7]1)[O:8][c:9]1[cH:10][cH:11][c:12]([O:19][c:20]2[c:21]3[c:25]([c:26]([N+:30](=[O:31])[O-:32])[cH:27][c:28]2[CH3:29])[CH2:24][CH2:23][CH2:22]3)[c:13]([OH:18])[c:14]1[CH2:15][CH3:16].